From a dataset of the Open Reaction Database (ORD), a public repository of structured organic reaction records. describe an organic reaction: reactants, conditions, products, and yield The reactants are CN(C(C=C)=O)CC=1N(C2=CC=CC=C2C1)C (N-methyl-N-(1-methyl-1H-indol-2-ylmethyl)acrylamide), BrC1=CC2=C(NC(OC2)=O)N=C1 (6-bromo-2-oxo-1,4-dihydro-2H-pyrido[2,3-d]-1,3-oxazine), CCN(C(C)C)C(C)C (DIEA), C1(=C(C=CC=C1)P(C1=C(C=CC=C1)C)C1=C(C=CC=C1)C)C (tri-o-tolylphosphine). Reagents/catalysts: C(C)(=O)[O-].[Pd+2].C(C)(=O)[O-] (palladium(II) acetate). The solvent is C(CC)#N (propionitrile). Yields the product CN(C(\C=C\C1=CC2=C(NC(OC2)=O)N=C1)=O)CC=1N(C2=CC=CC=C2C1)C ((E)-N-methyl-N-(1-methyl-1H-indol-2-ylmethyl)-3-(2-oxo-1,4-dihydro-2H-pyrido[2,3-d]-1,3-oxazin-6-yl)acrylamide). Yield: 55.3%. RXN SMILES: [CH3:1][N:2]([CH2:7][C:8]1[N:9]([CH3:17])[C:10]2[C:15]([CH:16]=1)=[CH:14][CH:13]=[CH:12][CH:11]=2)[C:3](=[O:6])[CH:4]=[CH2:5].Br[C:19]1[CH:29]=[N:28][C:22]2[NH:23][C:24](=[O:27])[O:25][CH2:26][C:21]=2[CH:20]=1.CCN(C(C)C)C(C)C.C1(C)C=CC=CC=1P(C1C=CC=CC=1C)C1C=CC=CC=1C>C(#N)CC.C([O-])(=O)C.[Pd+2].C([O-])(=O)C>[CH3:1][N:2]([CH2:7][C:8]1[N:9]([CH3:17])[C:10]2[C:15]([CH:16]=1)=[CH:14][CH:13]=[CH:12][CH:11]=2)[C:3](=[O:6])/[CH:4]=[CH:5]/[C:19]1[CH:29]=[N:28][C:22]2[NH:23][C:24](=[O:27])[O:25][CH2:26][C:21]=2[CH:20]=1 |f:5.6.7|. Reported procedure: To a stirred solution of N-methyl-N-(1-methyl-1H-indol-2-ylmethyl)acrylamide (1.19 g, 5.2 mmole) in propionitrile (50 mL) was added 6-bromo-2-oxo-1,4-dihydro-2H-pyrido[2,3-d]-1,3-oxazine (1.1 g, 4.9 mmole), DIEA (1.75 mL, 10 mmole), palladium(II) acetate (112 mg, 0.5 mmole), and tri-o-tolylphosphine (304 mg, 1.0 mmole). The reaction was purged with argon and heated at reflux for 16 hr, then was cooled to RT and concentrated under vacuum. The residue was taken up in CHCl3 and the solution was fil... Reaction SMILES: [C:1]([CH3:2])([CH3:3])([CH3:4])[O:5][C:6](=[O:7])[NH:8][CH2:9][CH2:10][SH:11].[CH3:22][OH:23].[CH:12](=[O:13])[N:14]1[CH2:15][CH2:16][CH:17]([CH2:20][Br:21])[CH2:18][CH2:19]1.[K+:25].[OH-:24]>>[C:1]([CH3:2])([CH3:3])([CH3:4])[O:5][C:6](=[O:7])[NH:8][CH2:9][CH2:10][S:11][CH2:20][CH:17]1[CH2:16][CH2:15][N:14]([CH:12]=[O:13])[CH2:19][CH2:18]1. The product is CC(C)(C)OC(=O)NCCSCC1CCN(C=O)CC1. Reactants: CC(C)(C)OC(=O)NCCS, CO, O=CN1CCC(CBr)CC1, [K+], [OH-]. The product is COC(=O)C=1N(C2=CC(=CC=C2C(C1CC1=CC=C(C=C1)S(NCC(CO)O)(=O)=O)=O)Cl)C1=CC=CC=C1 (7-chloro-3-[4-(2,3-dihydroxy-propylsulfamoyl)-benzyl]-4-oxo-1-phenyl-1,4-di-hydroquinoline-2-carboxylic acid methyl ester). Solvent: CO (MeOH). Procedure details: K2CO3 (12 mg) was added the mixture of N-(5-chloro-2-{3-[4-(2,3-dihydroxy-propylsulfamoyl)-phenyl]-propionyl}-phenyl)-N-phenyl-oxalamic acid methyl ester and N-(5-chloro-2-{3-[4-(2,2-dimethyl-[1,3]dioxolan-4-ylmethylsulfamoyl)-phenyl]-propionyl}-phenyl)-N-phenyl-oxalamic acid methyl ester (0.05 mmol) in MeOH (5 mL), and the resulting mixture stirred at 80° C. for 1.5 h. The reaction mixture was then cooled and evaporated under reduced pressure. The residue was partitioned between water and EtOAc... Reaction conditions: temperature 80 celsius, time 1.5 hour. RXN SMILES: C([O-])([O-])=O.[K+].[K+].[CH3:7][O:8][C:9](=[O:45])[C:10]([N:12]([C:19]1[CH:24]=[C:23]([Cl:25])[CH:22]=[CH:21][C:20]=1[C:26](=[O:44])[CH2:27][CH2:28][C:29]1[CH:34]=[CH:33][C:32]([S:35](=[O:43])(=[O:42])[NH:36][CH2:37][CH:38]([OH:41])[CH2:39][OH:40])=[CH:31][CH:30]=1)[C:13]1[CH:18]=[CH:17][CH:16]=[CH:15][CH:14]=1)=O.COC(=O)C(N(C1C=C(Cl)C=CC=1C(=O)CCC1C=CC(S(=O)(=O)NCC2COC(C)(C)O2)=CC=1)C1C=CC=CC=1)=O>CO>[CH3:7][O:8][C:9]([C:10]1[N:12]([C:13]2[CH:18]=[CH:17][CH:16]=[CH:15][CH:14]=2)[C:19]2[C:20]([C:26](=[O:44])[C:27]=1[CH2:28][C:29]1[CH:34]=[CH:33][C:32]([S:35](=[O:43])(=[O:42])[NH:36][CH2:37][CH:38]([OH:41])[CH2:39][OH:40])=[CH:31][CH:30]=1)=[CH:21][CH:22]=[C:23]([Cl:25])[CH:24]=2)=[O:45] |f:0.1.2|. Reactants: COC(C(=O)N(C1=CC=CC=C1)C1=C(C=CC(=C1)Cl)C(CCC1=CC=C(C=C1)S(NCC(CO)O)(=O)=O)=O)=O (N-(5-chloro-2-{3-[4-(2,3-dihydroxy-propylsulfamoyl)-phenyl]-propionyl}-phenyl)-N-phenyl-oxalamic acid methyl ester), COC(C(=O)N(C1=CC=CC=C1)C1=C(C=CC(=C1)Cl)C(CCC1=CC=C(C=C1)S(NCC1OC(OC1)(C)C)(=O)=O)=O)=O (N-(5-chloro-2-{3-[4-(2,2-dimethyl-[1,3]dioxolan-4-ylmethylsulfamoyl)-phenyl]-propionyl}-phenyl)-N-phenyl-oxalamic acid methyl ester), C(=O)([O-])[O-].[K+].[K+] (K2CO3). Reactants: N1=CC=CC=C1 (pyridine), C(C1=CC=CC=C1)OCC=O (Benzyloxyacetaldehyde), [C-]#N.[Na+] (sodium cyanide), [Cl-].[NH4+] (ammonium chloride), C(C)(=O)Cl (acetyl chloride). Solvent: [OH-].[NH4+] (ammonium hydroxide), O (Water). Reaction conditions: time 48 hour. The product is C(#N)C(COCC1=CC=CC=C1)NC(C)=O (N-{1-cyano-2-[(phenylmethyl)oxy]ethyl}acetamide). The yield is 73.3%. RXN SMILES: [CH2:1]([O:8][CH2:9][CH:10]=O)[C:2]1[CH:7]=[CH:6][CH:5]=[CH:4][CH:3]=1.[C-]#[N:13].[Na+].[Cl-].[NH4+].[N:17]1[CH:22]=CC=CC=1.[C:23](Cl)(=[O:25])[CH3:24]>[OH-].[NH4+].O>[C:22]([CH:10]([NH:13][C:23](=[O:25])[CH3:24])[CH2:9][O:8][CH2:1][C:2]1[CH:3]=[CH:4][CH:5]=[CH:6][CH:7]=1)#[N:17] |f:1.2,3.4,7.8|. Procedure: Benzyloxyacetaldehyde (1.5 g, 10.0 mmol) was added dropwise to a stirred solution of sodium cyanide (0.61 g, 12.4 mmol) and ammonium chloride (0.79 g, 14.8 mmol) in 25% ammonium hydroxide (5 mL). The solution was stirred at RT for 48 h, then extracted with CH2Cl2 (20 mL). The organic extract was washed with brine, dried (Na2SO4) and filtered. The filtrate was cooled to 0° C., and pyridine (1.3 mL, 16.1 mmol) was added followed by acetyl chloride (1.1 mL, 15.5 mmol). The reaction mixture was stir... Starting materials: ClC1=NC=2C=C(C=C3CCCN1C23)C (2-chloro-5,6-dihydro-8-methyl-4H-imidazo[4,5,1-ij]quinoline), CN1CCNCC1 (N-methylpiperazine). The product is CC=1C=C2CCCN3C2=C(C1)N=C3N3CCN(CC3)C (5,6-Dihydro-8-methyl-2-(4-methyl-1-piperazinyl)-4H-imidazo[4,5,1-ij]quinoline). Yield: 76.0%. Reaction SMILES: Cl[C:2]1[N:12]2[C:13]3[C:8]([CH2:9][CH2:10][CH2:11]2)=[CH:7][C:6]([CH3:14])=[CH:5][C:4]=3[N:3]=1.[CH3:15][N:16]1[CH2:21][CH2:20][NH:19][CH2:18][CH2:17]1>>[CH3:14][C:6]1[CH:7]=[C:8]2[C:13]3=[C:4]([N:3]=[C:2]([N:19]4[CH2:20][CH2:21][N:16]([CH3:15])[CH2:17][CH2:18]4)[N:12]3[CH2:11][CH2:10][CH2:9]2)[CH:5]=1. Reported procedure: A solution of 2-chloro-5,6-dihydro-8-methyl-4H-imidazo[4,5,1-ij]quinoline (3.50 g) in N-methylpiperazine (20 ml) was stirred, under nitrogen, under reflux for 1.5 hrs. The reaction mixture was quenched with saturated sodium bicarbonate solution (200 ml) and extracted with chloroform. The combined organic extracts were dried over anhydrous magnesium sulfate, filtered, and the filtrate was concentrated. The residue was purified by high performance liquid chromatography (silica; 9:1 dichloromethane... The reactants are C(C(=O)[O-])(=O)OCC (ethyl oxalate), C(C)(C)(C)NC=1C(=NC2=CC=CC(=C2N1)C(C)=O)C (1-(3-(tert-butylamino)-2-methylquinoxalin-5-yl)ethanone), [Na] (sodium). Solvent: O (water), CCO (EtOH), CCO (EtOH). Run at temperature -10 celsius, time 18 hour. Product: C(C)(C)(C)NC=1C(=NC2=CC=CC(=C2N1)C(CC(C(=O)OCC)=O)=O)C (ethyl 4-(3-(tert-butylamino)-2-methylquinoxalin-5-yl)-2,4-dioxobutanoate). The yield is 24.4%. RXN SMILES: [Na].[C:2]([O:7][CH2:8][CH3:9])(=[O:6])[C:3]([O-:5])=O.[C:10]([NH:14][C:15]1[C:16]([CH3:28])=[N:17][C:18]2[C:23]([N:24]=1)=[C:22]([C:25](=[O:27])[CH3:26])[CH:21]=[CH:20][CH:19]=2)([CH3:13])([CH3:12])[CH3:11]>CCO.O>[C:10]([NH:14][C:15]1[C:16]([CH3:28])=[N:17][C:18]2[C:23]([N:24]=1)=[C:22]([C:25](=[O:27])[CH2:26][C:3](=[O:5])[C:2]([O:7][CH2:8][CH3:9])=[O:6])[CH:21]=[CH:20][CH:19]=2)([CH3:13])([CH3:12])[CH3:11] |^1:0|. Reported procedure: To a 25-mL round-bottomed flask was added EtOH (4 mL) and sodium ethoxyde (1.01 g of 21% in EtOH, 3.11 mmol). The reaction mixture was cooled to −10° C. and added ethyl oxalate (0.21 mL, 1.55 mmol, Sigma-Aldrich) and 1-(3-(tert-butylamino)-2-methylquinoxalin-5-yl)ethanone (606a) (0.4 g, 1.55 mmol) slowly. The reaction mixture was warmed to RT and stirred at RT for 18 h. The reaction mixture was diluted with water (10 mL) and partially concentrated under vacuum. The reaction mixture was diluted w...